Dataset: the Open Reaction Database (ORD), a public repository of structured organic reaction records. Task: describe an organic reaction: reactants, conditions, products, and yield Reactants: C(CC)N1C=NC(=C1)C(=O)OC (Methyl 1-propyl-1H-imidazole-4-carboxylate), [Li+].[OH-] (LiOH), Cl (HCl). Run in CO (MeOH). Run at temperature 80 celsius, time 8 hour. The product is C(CC)N1C=NC(=C1)C(=O)O (1-Propyl-1H-imidazole-4-carboxylic acid). Reaction SMILES: [CH2:1]([N:4]1[CH:8]=[C:7]([C:9]([O:11]C)=[O:10])[N:6]=[CH:5]1)[CH2:2][CH3:3].[Li+].[OH-].Cl>CO>[CH2:1]([N:4]1[CH:8]=[C:7]([C:9]([OH:11])=[O:10])[N:6]=[CH:5]1)[CH2:2][CH3:3] |f:1.2|. Procedure details: To a solution of 25-2 (0.6 g, 3.6 mmol) in anhydrous MeOH (2 ml) was added 3N LiOH (2.6 ml, 7.9 mmol). The reaction mixture was heated at 80° C. for 1 h. The heat was reduced and the mixture was stirred at 40° C. overnight. The reaction was then neutralized with 12N HCl and subsequently concentrated in vacuo. The residue was dried azeotropically with toluene to afford the desired product 25-3 as a solid. MS calculated M+H, 155.2. Found 155.1 Reactants: ClC1=C(C=CC(=C1)Cl)C1=CC(=C(C=C1)CC)C=O (2′,4′-dichloro-4-ethylbiphenyl-3-carbaldehyde), crude solution, Cl (hydrochloric acid), ice, CC1(OC(CC1=O)(C)C)C (2,2,5,5-tetramethyldihydrofuran-3-one), C[O-].[Na+] (sodium methoxide). The solvent is COCCOC (1,2-dimethoxyethane), COCCOC (1,2-dimethoxyethane). Reaction conditions: time 5 minute. Yields the product ClC1=C(C=CC(=C1)Cl)C1=CC(=C(C=C1)CC)C=C1C(C(OC1(C)C)(C)C)=O (4-[1-(2′,4′-dichloro-4-ethylbiphenyl-3-yl)-methylidene]-2,2,5,5-tetramethyldihydrofuran-3-one). RXN SMILES: [CH3:1][C:2]1([CH3:10])[C:6](=[O:7])[CH2:5][C:4]([CH3:9])([CH3:8])[O:3]1.C[O-].[Na+].[Cl:14][C:15]1[CH:20]=[C:19]([Cl:21])[CH:18]=[CH:17][C:16]=1[C:22]1[CH:27]=[CH:26][C:25]([CH2:28][CH3:29])=[C:24]([CH:30]=O)[CH:23]=1.Cl>COCCOC>[Cl:14][C:15]1[CH:20]=[C:19]([Cl:21])[CH:18]=[CH:17][C:16]=1[C:22]1[CH:27]=[CH:26][C:25]([CH2:28][CH3:29])=[C:24]([CH:30]=[C:5]2[C:4]([CH3:9])([CH3:8])[O:3][C:2]([CH3:10])([CH3:1])[C:6]2=[O:7])[CH:23]=1 |f:1.2|. Procedure details: To an ice-cold solution of 2,2,5,5-tetramethyldihydrofuran-3-one (1.15 g, 0.0081 mol) in 1,2-dimethoxyethane (2 ml) is added sodium methoxide (0.481 g, 0.0089 mol) in one portion. The reaction mixture is then stirred for 5 minutes at this temperature, followed by the addition of a second solution of 2′,4′-dichloro-4-ethylbiphenyl-3-carbaldehyde (2.02 g, 0.0072 mol) in 1,2-dimethoxyethane (2.7 ml). After stirring for an additional 2 hours at 0° C. the reaction mixture is allowed to stand at room ...